From a dataset of the Open Reaction Database (ORD), a public repository of structured organic reaction records. describe an organic reaction: reactants, conditions, products, and yield The product is O=C1N=C(N2CCC(C(=O)NS(=O)(=O)N3CCCC3)CC2)SC1=Cc1ccc2c(cnn2Cc2ccc(C(F)(F)F)cc2C(F)(F)F)c1. The reactants are O=Cc1ccc2c(cnn2Cc2ccc(C(F)(F)F)cc2C(F)(F)F)c1, O=C1CSC(N2CCC(C(=O)NS(=O)(=O)N3CCCC3)CC2)=N1. As a reaction SMILES: [F:1][C:2]([c:3]1[c:4]([CH2:5][n:6]2[n:7][cH:8][c:9]3[cH:10][c:11]([CH:15]=[O:16])[cH:12][cH:13][c:14]23)[cH:17][cH:18][c:19]([C:21]([F:22])([F:23])[F:24])[cH:20]1)([F:25])[F:26].[O:27]=[C:28]1[N:29]=[C:30]([N:33]2[CH2:34][CH2:35][CH:36]([C:39](=[O:40])[NH:41][S:42](=[O:43])(=[O:44])[N:45]3[CH2:46][CH2:47][CH2:48][CH2:49]3)[CH2:37][CH2:38]2)[S:31][CH2:32]1>>[F:1][C:2]([c:3]1[c:4]([CH2:5][n:6]2[n:7][cH:8][c:9]3[cH:10][c:11]([CH:15]=[C:32]4[C:28](=[O:27])[N:29]=[C:30]([N:33]5[CH2:34][CH2:35][CH:36]([C:39](=[O:40])[NH:41][S:42](=[O:43])(=[O:44])[N:45]6[CH2:46][CH2:47][CH2:48][CH2:49]6)[CH2:37][CH2:38]5)[S:31]4)[cH:12][cH:13][c:14]23)[cH:17][cH:18][c:19]([C:21]([F:22])([F:23])[F:24])[cH:20]1)([F:25])[F:26].